From a dataset of the Open Reaction Database (ORD), a public repository of structured organic reaction records. describe an organic reaction: reactants, conditions, products, and yield Starting materials: CCCC(=S)c1cncn1C(c1ccccc1)c1ccccc1, Cl, Cl. Product: CC(=S)c1cncn1C(c1ccccc1)c1ccccc1. RXN SMILES: [CH:3]([c:4]1[cH:5][cH:6][cH:7][cH:8][cH:9]1)([c:10]1[cH:11][cH:12][cH:13][cH:14][cH:15]1)[n:16]1[cH:17][n:18][cH:19][c:20]1[C:21](=[S:22])[CH2:23][CH2:24][CH3:25].[ClH:1].[ClH:2]>>[CH:3]([c:4]1[cH:5][cH:6][cH:7][cH:8][cH:9]1)([c:10]1[cH:11][cH:12][cH:13][cH:14][cH:15]1)[n:16]1[cH:17][n:18][cH:19][c:20]1[C:21](=[S:22])[CH3:23]. Starting materials: C(C(C)C)C1=C(C=C)C=CC=C1 (o-isobutylstyrene). The reagents and catalysts are [Pd] (palladium black). Yields the product C(C(C)C)C1=C(C=CC=C1)CC (o-isobutylethylbenzene). The yield is 99.8%. As a reaction SMILES: [CH2:1]([C:5]1[CH:12]=[CH:11][CH:10]=[CH:9][C:6]=1[CH:7]=[CH2:8])[CH:2]([CH3:4])[CH3:3]>[Pd]>[CH2:1]([C:5]1[CH:12]=[CH:11][CH:10]=[CH:9][C:6]=1[CH2:7][CH3:8])[CH:2]([CH3:4])[CH3:3]. Procedure: In a 1-liter autoclave equipped with a stirrer were placed 35.8 g of a 10% palladium black catalyst and all of the above-mentioned crude o-isobutylstyrene, and hydrogenation was carried out at a reaction temperature of 50° C. under a hydrogen pressure of 20 kg/cm2. After hydrogen had not been absorbed any more, the used catalyst was removed from the reaction mixture by filtration, followed by distillation, thereby obtaining 642 g of o-isobutylethylbenzene having 99.8% purity. Procedure: By a procedure similar to that described for the synthesis of 3,4-dihydro-2H-1,4-benzoxazine (Example 142), O-aminophenol and 2-chlorophenylacetyl chloride produces 3,4-dihydro-2-phenyl-2H-1,4-benzoxazine, m.p. 113°-116° which, according to the reaction scheme of Example 110 is converted to the title compound, m.p. 311°-313° . Reactants: O1CCNC2=C1C=CC=C2 (3,4-dihydro-2H-1,4-benzoxazine), NOC1=CC=CC=C1 (O-aminophenol), ClC1=C(C=CC=C1)CC(=O)Cl (2-chlorophenylacetyl chloride). As a reaction SMILES: [O:1]1[C:6]2[CH:7]=[CH:8][CH:9]=[CH:10][C:5]=2[NH:4][CH2:3][CH2:2]1.NO[C:13]1[CH:18]=[CH:17][CH:16]=[CH:15][CH:14]=1.ClC1C=CC=CC=1CC(Cl)=O>>[C:13]1([CH:2]2[CH2:3][NH:4][C:5]3[CH:10]=[CH:9][CH:8]=[CH:7][C:6]=3[O:1]2)[CH:18]=[CH:17][CH:16]=[CH:15][CH:14]=1. Product: C1(=CC=CC=C1)C1OC2=C(NC1)C=CC=C2 (3,4-dihydro-2-phenyl-2H-1,4-benzoxazine).